Dataset: the Open Reaction Database (ORD), a public repository of structured organic reaction records. Task: describe an organic reaction: reactants, conditions, products, and yield Reactants: II (iodine), II (iodine), CO (methanol), C1(=CC=CC=C1)C(C1=CC=CC(=N1)C=O)(O[SiH2]C(C)(C)C)C1=CC=CC=C1 (6-(diphenyl-tert-butylsilyloxymethyl)-2-pyridinecarbaldehyde), [K] (potassium), CO (methanol). Reaction conditions: time 1 hour. The product is COC(=O)C1=NC(=CC=C1)C(O[SiH2]C(C)(C)C)(C1=CC=CC=C1)C1=CC=CC=C1 (6-(Diphenyl-tert-butylsilyloxymethyl)-2-pyridinecarboxylic acid methyl ester). RXN SMILES: II.[C:3]1([C:9]([C:24]2[CH:29]=[CH:28][CH:27]=[CH:26][CH:25]=2)([O:18][SiH2:19][C:20]([CH3:23])([CH3:22])[CH3:21])[C:10]2[N:15]=[C:14]([CH:16]=[O:17])[CH:13]=[CH:12][CH:11]=2)[CH:8]=[CH:7][CH:6]=[CH:5][CH:4]=1.[K].[CH3:31][OH:32]>>[CH3:31][O:32][C:16]([C:14]1[CH:13]=[CH:12][CH:11]=[C:10]([C:9]([C:24]2[CH:25]=[CH:26][CH:27]=[CH:28][CH:29]=2)([C:3]2[CH:4]=[CH:5][CH:6]=[CH:7][CH:8]=2)[O:18][SiH2:19][C:20]([CH3:23])([CH3:22])[CH3:21])[N:15]=1)=[O:17] |^1:29|. Reported procedure: A solution of 8.15 g of iodine in 148 ml of methanol is instilled in a solution of 18.29 g of 6-(diphenyl-tert-butylsilyloxymethyl)-2-pyridinecarbaldehyde and 7.22 g of potassium hydroxidelin 593 ml of methanol at 0° C. under nitrogen. After 1 hour of stirring, iodine solution was again.added and subsequently stirred, and this was also repeated until a complete reaction was discernible in the thin layer. The reaction mixture is concentrated by evaporation in a vacuum up to about 60 ml, mixed wit... The reactants are Cl.CSC1=C(C=CC=C1)NN (1-(2-methylthiophenyl) hydrazine hydrochloride), CCOC(=O)CC1CCCCC1=O (ethyl 2-cyclohexanone acetate). The product is ClC1=CC=C(CN2C3=C(C=CC=C3C=3CCCC(C23)CC(=O)OC)SC)C=C1 (9-p-Chlorobenzyl-8-methylthio-1,2,3,4-tetrahydrocarbazol-1-yl-acetic acid, methyl ester). Reaction SMILES: [ClH:1].[CH3:2][S:3][C:4]1[CH:9]=[CH:8][CH:7]=[CH:6][C:5]=1[NH:10]N.C[CH2:13][O:14][C:15]([CH2:17][CH:18]1[C:23](=O)[CH2:22][CH2:21][CH2:20][CH2:19]1)=[O:16]>>[Cl:1][C:21]1[CH:22]=[CH:23][C:18]([CH2:17][N:10]2[C:23]3[CH:18]([CH2:17][C:15]([O:14][CH3:13])=[O:16])[CH2:19][CH2:20][CH2:21][C:22]=3[C:6]3[C:5]2=[C:4]([S:3][CH3:2])[CH:9]=[CH:8][CH:7]=3)=[CH:19][CH:20]=1 |f:0.1|. Procedure: Following the procedure of Example 30, but using 1-(2-methylthiophenyl) hydrazine hydrochloride and ethyl 2-cyclohexanone acetate as starting materials, the title compound was prepared. The reactants are CC(=O)c1cc(OC2CCN(C(=O)OC(C)(C)C)CC2)ccn1, CC(C)C[Al+]CC(C)C, ClCCl, [H-]. Yields the product CC(O)c1cc(OC2CCN(C(=O)OC(C)(C)C)CC2)ccn1. RXN SMILES: [C:1]([CH3:2])(=[O:3])[c:4]1[n:5][cH:6][cH:7][c:8]([O:10][CH:11]2[CH2:12][CH2:13][N:14]([C:17](=[O:18])[O:19][C:20]([CH3:21])([CH3:22])[CH3:23])[CH2:15][CH2:16]2)[cH:9]1.[CH2:25]([Al+:26][CH2:27][CH:28]([CH3:29])[CH3:30])[CH:31]([CH3:32])[CH3:33].[Cl:34][CH2:35][Cl:36].[H-:24]>>[CH:1]([CH3:2])([OH:3])[c:4]1[n:5][cH:6][cH:7][c:8]([O:10][CH:11]2[CH2:12][CH2:13][N:14]([C:17](=[O:18])[O:19][C:20]([CH3:21])([CH3:22])[CH3:23])[CH2:15][CH2:16]2)[cH:9]1. Starting materials: ClC1=C(N)C=CC(=C1)C(F)(F)F (2-chloro-4-(trifluoromethyl)aniline), N1(N=NC2=C1C=CC=C2)C=O (1H-1,2,3-benzotriazole-1-carbaldehyde), N1(N=NC2=C1C=CC=C2)C=O (1H-1,2,3-benzotriazole-1-carbaldehyde). The solvent is O1CCCC1 (tetrahydrofuran). Conditions: temperature 70 celsius, time 18 hour. Product: ClC1=C(C=CC(=C1)C(F)(F)F)NC=O ([2-Chloro-4-(trifluoromethyl)phenyl]formamide). RXN SMILES: [Cl:1][C:2]1[CH:8]=[C:7]([C:9]([F:12])([F:11])[F:10])[CH:6]=[CH:5][C:3]=1[NH2:4].N1([CH:22]=[O:23])C2C=CC=CC=2N=N1>O1CCCC1>[Cl:1][C:2]1[CH:8]=[C:7]([C:9]([F:10])([F:11])[F:12])[CH:6]=[CH:5][C:3]=1[NH:4][CH:22]=[O:23]. Procedure details: To a solution of 2-chloro-4-(trifluoromethyl)aniline (500 mg, 2.56 mmol) in tetrahydrofuran (THF) (8 mL) was added 1H-1,2,3-benzotriazole-1-carbaldehyde (489 mg, 3.32 mmol, Sigma-Aldrich). The reaction mixture was heated to 70° C. and stirred for 18 hours. To the reaction mixture was added 1H-1,2,3-benzotriazole-1-carbaldehyde (1.16 mmol, 245 mg) and the reaction mixture heated to 70° C. for a further 5 hours. The reaction mixture was concentrated under vacuum and the residue partitioned between... As a reaction SMILES: [C:1]([CH3:2])([CH3:3])([CH3:4])[O:5][C:6](=[O:7])[c:8]1[s:9][c:10](-[c:27]2[cH:28][cH:29][cH:30][cH:31][cH:32]2)[cH:11][c:12]1[C:13]([N:14]([CH:15]([CH3:16])[CH3:17])[c:18]1[c:19]([Cl:25])[cH:20][c:21]([Cl:24])[cH:22][cH:23]1)=[O:26].[Cl:40][CH2:41][Cl:42].[OH:33][C:34]([C:35]([F:36])([F:37])[F:38])=[O:39]>>[O:5]=[C:6]([OH:7])[c:8]1[s:9][c:10](-[c:27]2[cH:28][cH:29][cH:30][cH:31][cH:32]2)[cH:11][c:12]1[C:13]([N:14]([CH:15]([CH3:16])[CH3:17])[c:18]1[c:19]([Cl:25])[cH:20][c:21]([Cl:24])[cH:22][cH:23]1)=[O:26]. The reactants are CC(C)N(C(=O)c1cc(-c2ccccc2)sc1C(=O)OC(C)(C)C)c1ccc(Cl)cc1Cl, ClCCl, O=C(O)C(F)(F)F. Product: CC(C)N(C(=O)c1cc(-c2ccccc2)sc1C(=O)O)c1ccc(Cl)cc1Cl. Reactants: C(CC)P1(OP(OP(O1)(=O)CCC)(=O)CCC)=O (T3P), CCN(C(C)C)C(C)C (DIPEA), FC(C=1C=C(C=C(C1)C(F)(F)F)C1=NN(C=N1)\C=C/C(=O)O)(F)F ((Z)-3-(3-(3,5-bis(trifluoromethyl)phenyl)-1H-1,2,4-triazol-1-yl)acrylic acid), O1CCN(CC1)C(C(=O)NN)=O (2-morpholino-2-oxoacetohydrazide). Solvent: C1CCOC1 (THF), O (water). Conditions: temperature -60 celsius, time 1 hour. Yields the product FC(C=1C=C(C=C(C1)C(F)(F)F)C1=NN(C=N1)\C=C/C(=O)NNC(C(=O)N1CCOCC1)=O)(F)F ((Z)-3-(3-(3,5-bis(trifluoromethyl)phenyl)-1H-1,2,4-triazol-1-yl)-N′-(2-morpholino-2-oxoacetyl) acrylohydrazide). Yield: 169.3%. As a reaction SMILES: [F:1][C:2]([F:24])([F:23])[C:3]1[CH:4]=[C:5]([C:13]2[N:17]=[CH:16][N:15](/[CH:18]=[CH:19]\[C:20]([OH:22])=O)[N:14]=2)[CH:6]=[C:7]([C:9]([F:12])([F:11])[F:10])[CH:8]=1.[O:25]1[CH2:30][CH2:29][N:28]([C:31](=[O:36])[C:32]([NH:34][NH2:35])=[O:33])[CH2:27][CH2:26]1.C(P1(=O)OP(CCC)(=O)OP(CCC)(=O)O1)CC.CCN(C(C)C)C(C)C>C1COCC1.O>[F:10][C:9]([F:11])([F:12])[C:7]1[CH:6]=[C:5]([C:13]2[N:17]=[CH:16][N:15](/[CH:18]=[CH:19]\[C:20]([NH:35][NH:34][C:32](=[O:33])[C:31]([N:28]3[CH2:29][CH2:30][O:25][CH2:26][CH2:27]3)=[O:36])=[O:22])[N:14]=2)[CH:4]=[C:3]([C:2]([F:1])([F:23])[F:24])[CH:8]=1. Procedure details: A solution of (Z)-3-(3-(3,5-bis(trifluoromethyl)phenyl)-1H-1,2,4-triazol-1-yl)acrylic acid (0.2 g, 0.569 mmol) and 2-morpholino-2-oxoacetohydrazide (0.02 g, 0.175 mmol) in THF (3 mL) was cooled to −60° C. T3P (0.098 g, 0.569 mmol) (0.50 mL) was added dropwise followed by DIPEA (0.11 g, 0.854 mmol) and stirred at −60° C. for 1 h. The reaction mixture was transferred into 25 mL of iced water and extracted with ethyl acetate (2×25 mL). Combined organic layers were washed with brine, dried over anhy...